Dataset: the Open Reaction Database (ORD), a public repository of structured organic reaction records. Task: describe an organic reaction: reactants, conditions, products, and yield The reactants are Cc1nc2ccc(Cl)cc2cc1CBr, Cc1ccccc1, COP(OC)OC. The product is COP(=O)(Cc1cc2cc(Cl)ccc2nc1C)OC. Reaction SMILES: [Br:1][CH2:2][c:3]1[c:4]([CH3:14])[n:5][c:6]2[cH:7][cH:8][c:9]([Cl:13])[cH:10][c:11]2[cH:12]1.[CH3:22][c:23]1[cH:24][cH:25][cH:26][cH:27][cH:28]1.[P:15]([O:16][CH3:17])([O:18][CH3:19])[O:20][CH3:21]>>[CH2:2]([c:3]1[c:4]([CH3:14])[n:5][c:6]2[cH:7][cH:8][c:9]([Cl:13])[cH:10][c:11]2[cH:12]1)[P:15]([O:16][CH3:17])([O:18][CH3:19])=[O:20]. Reactants: COC(=O)C(N)Cc1ccccc1, Cl, CC(NC(=O)Cc1ccccc1)C(=O)O. Yields the product COC(=O)C(Cc1ccccc1)NC(=O)C(C)NC(=O)Cc1ccccc1. As a reaction SMILES: [CH3:17][O:18][C:19]([CH:20]([NH2:21])[CH2:22][c:23]1[cH:24][cH:25][cH:26][cH:27][cH:28]1)=[O:29].[ClH:16].[c:1]1([CH2:7][C:8](=[O:9])[NH:10][CH:11]([CH3:12])[C:13](=[O:14])[OH:15])[cH:2][cH:3][cH:4][cH:5][cH:6]1>>[c:1]1([CH2:7][C:8](=[O:9])[NH:10][CH:11]([CH3:12])[C:13](=[O:15])[NH:21][CH:20]([C:19]([O:18][CH3:17])=[O:29])[CH2:22][c:23]2[cH:24][cH:25][cH:26][cH:27][cH:28]2)[cH:2][cH:3][cH:4][cH:5][cH:6]1. Procedure: A solution of 17.1 g. (0.1 m.) of benzyl bromide in 100 ml. of dimethylsulfoxide is added slowly to a stirred mixture of 18.2 g. (0.1 m.) of 4-hydroxy-3-nitrophenethylamine in 1 l. of dimethylsulfoxide and 60 ml. of 2N sodium hydroxide at 85°C. After addition is complete the reaction mixture is stirred at 85°C. for an additional two hours, poured into ice-water, saturated with sodium chloride and extracted with ethyl acetate. The organic extract is dried and concentrated to give 4-benzyloxy-3-ni... Solvent: CS(=O)C (dimethylsulfoxide), CS(=O)C (dimethylsulfoxide). Product: C(C1=CC=CC=C1)OC1=C(C=C(CCN)C=C1)[N+](=O)[O-] (4-benzyloxy-3-nitrophenethylamine). Reaction SMILES: [CH2:1](Br)[C:2]1[CH:7]=[CH:6][CH:5]=[CH:4][CH:3]=1.[OH:9][C:10]1[CH:18]=[CH:17][C:13]([CH2:14][CH2:15][NH2:16])=[CH:12][C:11]=1[N+:19]([O-:21])=[O:20].[OH-].[Na+].[Cl-].[Na+]>CS(C)=O>[CH2:1]([O:9][C:10]1[CH:18]=[CH:17][C:13]([CH2:14][CH2:15][NH2:16])=[CH:12][C:11]=1[N+:19]([O-:21])=[O:20])[C:2]1[CH:7]=[CH:6][CH:5]=[CH:4][CH:3]=1 |f:2.3,4.5|. The reactants are ice water, [Cl-].[Na+] (sodium chloride), C(C1=CC=CC=C1)Br (benzyl bromide), OC1=C(C=C(CCN)C=C1)[N+](=O)[O-] (4-hydroxy-3-nitrophenethylamine), [OH-].[Na+] (sodium hydroxide). Reaction conditions: temperature 85 celsius, time 2 hour. Reactants: CS(=O)(=O)N(C1=CC2=C(C(=C(O2)C2=CC=C(C=C2)F)C(=O)OC)C=C1C1CC1)S(=O)(=O)C (methyl 6-[bis(methylsulfonyl)amino]-5-cyclopropyl-2-(4-fluorophenyl)-1-benzofuran-3-carboxylate), [OH-].[K+] (potassium hydroxide). Solvent: C(C)O (ethanol), O (water). The product is C1(CC1)C=1C(=CC2=C(C(=C(O2)C2=CC=C(C=C2)F)C(=O)O)C1)NS(=O)(=O)C (5-Cyclopropyl-2-(4-fluorophenyl)-6-[(methylsulfonyl)amino]-1-benzofuran-3-carboxylic acid). RXN SMILES: [CH3:1][S:2]([N:5](S(C)(=O)=O)[C:6]1[C:25]([CH:26]2[CH2:28][CH2:27]2)=[CH:24][C:9]2[C:10]([C:20]([O:22]C)=[O:21])=[C:11]([C:13]3[CH:18]=[CH:17][C:16]([F:19])=[CH:15][CH:14]=3)[O:12][C:8]=2[CH:7]=1)(=[O:4])=[O:3].[OH-].[K+]>C(O)C.O>[CH:26]1([C:25]2[C:6]([NH:5][S:2]([CH3:1])(=[O:4])=[O:3])=[CH:7][C:8]3[O:12][C:11]([C:13]4[CH:18]=[CH:17][C:16]([F:19])=[CH:15][CH:14]=4)=[C:10]([C:20]([OH:22])=[O:21])[C:9]=3[CH:24]=2)[CH2:27][CH2:28]1 |f:1.2|. Procedure details: A suspension of methyl 6-[bis(methylsulfonyl)amino]-5-cyclopropyl-2-(4-fluorophenyl)-1-benzofuran-3-carboxylate (2.88 g, 5.98 mmol) in ethanol (50 mL) and water (25 mL) was treated with potassium hydroxide (6.71 g, 120 mmol) and heated at reflux for 1 hour (the suspension went into solution upon heating). The reaction was concentrated under vacuum, water (100 mL) was added and the solution acidified with 2M HCl (50 mL). The resulting precipitate was filtered, washed with 0.5 M HCl, then dissolve... Starting materials: O=Cc1cccc(Br)c1, C1CCNCC1, CS(=O)(=O)c1ccc(CC(=O)O)cc1, Cc1ccccc1. Yields the product CS(=O)(=O)c1ccc(C(=Cc2cccc(Br)c2)C(=O)O)cc1. Reaction SMILES: [Br:1][c:2]1[cH:3][c:4]([CH:5]=[O:6])[cH:7][cH:8][cH:9]1.[CH2:24]1[CH2:25][CH2:26][NH:27][CH2:28][CH2:29]1.[CH3:10][S:11](=[O:12])(=[O:13])[c:14]1[cH:15][cH:16][c:17]([CH2:20][C:21](=[O:22])[OH:23])[cH:18][cH:19]1.[CH3:30][c:31]1[cH:32][cH:33][cH:34][cH:35][cH:36]1>>[Br:1][c:2]1[cH:3][c:4]([CH:5]=[C:20]([c:17]2[cH:16][cH:15][c:14]([S:11]([CH3:10])(=[O:12])=[O:13])[cH:19][cH:18]2)[C:21](=[O:22])[OH:23])[cH:7][cH:8][cH:9]1. Reagents/catalysts: [OH-].[OH-].[Pd+2] (palladium hydroxide on carbon). Product: C(C)(C)(C)OC(=O)N1CCN(CC1)C(=O)C1=CC=CC2=CC=C(C=C12)O (1-tert-Butyloxycarbonyl-4-(7-hydroxy-1-naphthoyl)-piperazine). Conditions: time 1.5 hour. The reactants are C(C)(C)(C)OC(=O)N1CCN(CC1)C(=O)C1=CC=CC2=CC=C(C=C12)OCC1=CC=CC=C1 (1-tert-Butyloxycarbonyl-4-(7-benzyloxy-1-naphthoyl)-piperazine). As a reaction SMILES: [C:1]([O:5][C:6]([N:8]1[CH2:13][CH2:12][N:11]([C:14]([C:16]2[C:25]3[C:20](=[CH:21][CH:22]=[C:23]([O:26]CC4C=CC=CC=4)[CH:24]=3)[CH:19]=[CH:18][CH:17]=2)=[O:15])[CH2:10][CH2:9]1)=[O:7])([CH3:4])([CH3:3])[CH3:2]>CO.[OH-].[OH-].[Pd+2]>[C:1]([O:5][C:6]([N:8]1[CH2:13][CH2:12][N:11]([C:14]([C:16]2[C:25]3[C:20](=[CH:21][CH:22]=[C:23]([OH:26])[CH:24]=3)[CH:19]=[CH:18][CH:17]=2)=[O:15])[CH2:10][CH2:9]1)=[O:7])([CH3:4])([CH3:2])[CH3:3] |f:2.3.4|. Reported procedure: To the product from Step D (1.10 g, 2.46 mmol) in 20 mL of methanol was added 20% palladium hydroxide on carbon (940 mg). The solution was stirred at room temperature under an atmosphere of hydrogen for 1.5 hours, then purged with argon. The mixture was filtered through celite, the filter pad was washed with methanol, and the filtrate was concentrated in vacuo to produce the crude material as a white solid. Run in CO (methanol). Reactants: C(C)(=O)C1=CC=CC=C1 (acetophenone), aromatic aldehyde, [OH-].[K+] (KOH). Product: C1(=CC=CC=C1)C=CC(=O)C1=CC=CC=C1 (chalcone). Reaction SMILES: [C:1]([C:4]1[CH:9]=[CH:8][CH:7]=[CH:6][CH:5]=1)(=[O:3])[CH3:2].[OH-].[K+]>>[C:4]1([CH:1]=[CH:2][C:1]([C:4]2[CH:9]=[CH:8][CH:7]=[CH:6][CH:5]=2)=[O:3])[CH:9]=[CH:8][CH:7]=[CH:6][CH:5]=1 |f:1.2|. Reported procedure: In some embodiments Scheme A can include reaction sequences as follows: Initially, 2,4,6-trihydroxyacetophenone is transformed into 2,4-dihydroxy-6-methoxyacetophenone using dimethyl sulphate as methylating agent. Then, the methyl group on the para-methoxy position of the acetophenone is cleaved using AlCl3, to obtain 2,4-dihydroxy-6-methoxyacetophenone, which is protected using allyl bromide to give 2,4-allyloxy-6-methoxylacetophenone. Claisen-Schmidt aldol condensation of acetophenone with the...